From a dataset of the Open Reaction Database (ORD), a public repository of structured organic reaction records. describe an organic reaction: reactants, conditions, products, and yield Reactants: ClC1=C(N)C(=C(C(=C1F)Br)C)F (2-chloro-4-bromo-5-methyl-3,6-difluoroaniline), P(=O)([O-])([O-])[O-].[K+].[K+].[K+] (potassium phosphate), C1(CCCCC1)P(C1CCCCC1)C1CCCCC1 (tricyclohexylphosphine). Reagents/catalysts: C(C)(=O)[O-].[Pd+2].C(C)(=O)[O-] (palladium(II) acetate). The solvent is C1(=CC=CC=C1)C.O (toluene water). Conditions: temperature 95 celsius. Product: ClC1=C(N)C(=C(C(=C1F)C1CC1)C)F (2-chloro-4-cyclopropyl-5-methyl-3,6-difluoroaniline). RXN SMILES: [Cl:1][C:2]1[C:8]([F:9])=[C:7](Br)[C:6]([CH3:11])=[C:5]([F:12])[C:3]=1[NH2:4].P([O-])([O-])([O-])=O.[K+].[K+].[K+].C1(P([CH:34]2[CH2:39][CH2:38]CCC2)C2CCCCC2)CCCCC1>C1(C)C=CC=CC=1.O.C([O-])(=O)C.[Pd+2].C([O-])(=O)C>[Cl:1][C:2]1[C:8]([F:9])=[C:7]([CH:38]2[CH2:39][CH2:34]2)[C:6]([CH3:11])=[C:5]([F:12])[C:3]=1[NH2:4] |f:1.2.3.4,6.7,8.9.10|. Procedure: A mixture of 2-chloro-4-bromo-5-methyl-3,6-difluoroaniline (7.0 g, 27 mmol) cyclopropylboronic acid (3.5 g, 41 mmol), palladium(II) acetate (0.67 g, 3.0 mmol), potassium phosphate (17.5 g, 82 mmol) and tricyclohexylphosphine (0.83 g, 3.0 mmol) is dissolved in 100 mL of 4:1 toluene/water. The mixture is degassed by repeated alternating applications of vacuum and positive nitrogen pressure (10×). The mixture is heated to 95° C. for 2 days and then cooled to room temperature. Most of the toluene is... Starting materials: OC1(CCNCC1)C1=CC=CC=C1 (4-hydroxy-4-phenylpiperidine), C(C)(=O)O[BH-](OC(C)=O)OC(C)=O.[Na+] (sodium triacetoxyborohydride), ClC1=C2CNC(C2=C(C=C1)C=1N(C2=CC=C(C=C2C1)C=O)C(=O)OC(C)(C)C)=O (4-chloro-7-[1-(tert-butoxycarbonyl)-5-formylindol-2-yl]isoindolinone). Run in ClCCl (dichloromethane). The product is ClC1=C2CNC(C2=C(C=C1)C=1N(C2=CC=C(C=C2C1)CN1CCC(CC1)(C1=CC=CC=C1)O)C(=O)OC(C)(C)C)=O (4-chloro-7-[1-(tert-butoxycarbonyl)-5-(4-hydroxy-4-phenylpiperidinomethyl)indol-2-yl]isoindolinone). Reaction SMILES: [Cl:1][C:2]1[CH:10]=[CH:9][C:8]([C:11]2[N:12]([C:22]([O:24][C:25]([CH3:28])([CH3:27])[CH3:26])=[O:23])[C:13]3[C:18]([CH:19]=2)=[CH:17][C:16]([CH:20]=O)=[CH:15][CH:14]=3)=[C:7]2[C:3]=1[CH2:4][NH:5][C:6]2=[O:29].[OH:30][C:31]1([C:37]2[CH:42]=[CH:41][CH:40]=[CH:39][CH:38]=2)[CH2:36][CH2:35][NH:34][CH2:33][CH2:32]1.C(O[BH-](OC(=O)C)OC(=O)C)(=O)C.[Na+]>ClCCl>[Cl:1][C:2]1[CH:10]=[CH:9][C:8]([C:11]2[N:12]([C:22]([O:24][C:25]([CH3:27])([CH3:26])[CH3:28])=[O:23])[C:13]3[C:18]([CH:19]=2)=[CH:17][C:16]([CH2:20][N:34]2[CH2:35][CH2:36][C:31]([OH:30])([C:37]4[CH:42]=[CH:41][CH:40]=[CH:39][CH:38]=4)[CH2:32][CH2:33]2)=[CH:15][CH:14]=3)=[C:7]2[C:3]=1[CH2:4][NH:5][C:6]2=[O:29] |f:2.3|. Reported procedure: In a similar manner to Step 1 of Example 56, 4-chloro-7-[1-(tert-butoxycarbonyl)-5-formylindol-2-yl]isoindolinone (20.0 mg, 0.0487 mmol) was dissolved in dichloromethane (0.5 mL). The solution was treated with 4-hydroxy-4-phenylpiperidine (35 mg, 0.20 mmol) and sodium triacetoxyborohydride (32 mg, 0.15 mmol) to obtain 4-chloro-7-[1-(tert-butoxycarbonyl)-5-(4-hydroxy-4-phenylpiperidinomethyl)indol-2-yl]isoindolinone. The reactants are O=C([O-])[O-], C1CCOC1, CC(C)OC(=O)N1CCC(Oc2cccc3c2CCN3c2ccc(I)cc2)CC1, [Na+], [Na+], Cl[Pd]Cl, c1ccc(P(c2ccccc2)c2ccccc2)cc1, c1ccc(P(c2ccccc2)c2ccccc2)cc1, OB(O)c1ccoc1. Product: CC(C)OC(=O)N1CCC(Oc2cccc3c2CCN3c2ccc(-c3ccoc3)cc2)CC1. Reaction SMILES: [C:38](=[O:39])([O-:40])[O-:41].[CH2:85]1[O:86][CH2:87][CH2:88][CH2:89]1.[I:1][c:2]1[cH:3][cH:4][c:5]([N:8]2[CH2:9][CH2:10][c:11]3[c:12]([O:17][CH:18]4[CH2:19][CH2:20][N:21]([C:24](=[O:25])[O:26][CH:27]([CH3:28])[CH3:29])[CH2:22][CH2:23]4)[cH:13][cH:14][cH:15][c:16]32)[cH:6][cH:7]1.[Na+:42].[Na+:43].[Pd:44]([Cl:45])[Cl:46].[c:47]1([P:48]([c:49]2[cH:50][cH:51][cH:52][cH:53][cH:54]2)[c:55]2[cH:56][cH:57][cH:58][cH:59][cH:60]2)[cH:61][cH:62][cH:63][cH:64][cH:65]1.[c:66]1([P:67]([c:68]2[cH:69][cH:70][cH:71][cH:72][cH:73]2)[c:74]2[cH:75][cH:76][cH:77][cH:78][cH:79]2)[cH:80][cH:81][cH:82][cH:83][cH:84]1.[o:30]1[cH:31][c:32]([B:35]([OH:36])[OH:37])[cH:33][cH:34]1>>[c:2]1(-[c:32]2[cH:31][o:30][cH:34][cH:33]2)[cH:3][cH:4][c:5]([N:8]2[CH2:9][CH2:10][c:11]3[c:12]([O:17][CH:18]4[CH2:19][CH2:20][N:21]([C:24](=[O:25])[O:26][CH:27]([CH3:28])[CH3:29])[CH2:22][CH2:23]4)[cH:13][cH:14][cH:15][c:16]32)[cH:6][cH:7]1. The reactants are CC(=O)[O-], CCO, CCOC(C)=O, COC(=O)NCc1cc(C(C)=O)ccc1Cl, Cl, NO, [Na+], O. Yields the product COC(=O)NCc1cc(C(C)=NO)ccc1Cl. As a reaction SMILES: [CH3:21][C:22](=[O:23])[O-:24].[CH3:26][CH2:27][OH:28].[CH3:29][CH2:30][O:31][C:32](=[O:33])[CH3:34].[Cl:1][c:2]1[c:3]([CH2:4][NH:5][C:6]([O:7][CH3:8])=[O:9])[cH:10][c:11]([C:14]([CH3:15])=[O:16])[cH:12][cH:13]1.[ClH:17].[NH2:18][OH:19].[Na+:20].[OH2:25]>>[Cl:1][c:2]1[c:3]([CH2:4][NH:5][C:6]([O:7][CH3:8])=[O:9])[cH:10][c:11]([C:14]([CH3:15])=[N:18][OH:19])[cH:12][cH:13]1. Starting materials: IC=1C=C2CCC(NC2=CC1)=O (6-Iodo-3,4-dihydroquinolin-2(1H)-one), [C-]#N.[Na+] (sodium cyanide). Reagents/catalysts: [Cu]I (copper (I) iodide), C=1C=CC(=CC1)[P](C=2C=CC=CC2)(C=3C=CC=CC3)[Pd]([P](C=4C=CC=CC4)(C=5C=CC=CC5)C=6C=CC=CC6)([P](C=7C=CC=CC7)(C=8C=CC=CC8)C=9C=CC=CC9)[P](C=1C=CC=CC1)(C=1C=CC=CC1)C=1C=CC=CC1 (tetrakis(triphenylphosphine)palladium(0)). The product is O=C1NC2=CC=C(C=C2CC1)C#N (2-Oxo-1,2,3,4-tetrahydroquinoline-6-carbonitrile). RXN SMILES: I[C:2]1[CH:3]=[C:4]2[C:9](=[CH:10][CH:11]=1)[NH:8][C:7](=[O:12])[CH2:6][CH2:5]2.[C-:13]#[N:14].[Na+]>[Cu]I.C1C=CC([P]([Pd]([P](C2C=CC=CC=2)(C2C=CC=CC=2)C2C=CC=CC=2)([P](C2C=CC=CC=2)(C2C=CC=CC=2)C2C=CC=CC=2)[P](C2C=CC=CC=2)(C2C=CC=CC=2)C2C=CC=CC=2)(C2C=CC=CC=2)C2C=CC=CC=2)=CC=1>[O:12]=[C:7]1[CH2:6][CH2:5][C:4]2[C:9](=[CH:10][CH:11]=[C:2]([C:13]#[N:14])[CH:3]=2)[NH:8]1 |f:1.2,^1:21,23,42,61|. Procedure: 6-Iodo-3,4-dihydroquinolin-2(1H)-one (1.50 g; 5.50 mmol), sodium cyanide (0.54 g; 11.0 mmol), copper (I) iodide (0.105 g; 0.5 mmol) and tetrakis(triphenylphosphine)palladium(0) (0.32 g; 0.3 mmol) were combined in a flask equipped with a reflux condenser. The flask was subjected to several evacuation-nitrogen purge cycles followed by the addition of acetonitrile (25 mL). The reaction was heated to reflux for 5 hours. After cooling, the reaction was diluted with ethyl acetate (200 mL), filtered th... Starting materials: CCCCCCCCCCCC(=O)[O-], CCCCCCCCCCCC(=O)[O-], CCO[Si](CCCN=C=O)(OCC)OCC, CCCC[Sn+2]CCCC, ClCCl, COC(=O)C=Cc1ccc2cc(OCCCCCCO)ccc2c1. Product: CCO[Si](CCCNC(=O)OCCCCCCOc1ccc2cc(C=CC(=O)OC)ccc2c1)(OCC)OCC. RXN SMILES: [C:41]([O-:42])(=[O:43])[CH2:44][CH2:45][CH2:46][CH2:47][CH2:48][CH2:49][CH2:50][CH2:51][CH2:52][CH2:53][CH3:54].[C:55]([O-:56])(=[O:57])[CH2:58][CH2:59][CH2:60][CH2:61][CH2:62][CH2:63][CH2:64][CH2:65][CH2:66][CH2:67][CH3:68].[CH2:25]([CH3:26])[O:27][Si:28]([CH2:29][CH2:30][CH2:31][N:32]=[C:33]=[O:34])([O:35][CH2:36][CH3:37])[O:38][CH2:39][CH3:40].[CH2:69]([Sn+2:70][CH2:71][CH2:72][CH2:73][CH3:74])[CH2:75][CH2:76][CH3:77].[CH2:78]([Cl:79])[Cl:80].[OH:1][CH2:2][CH2:3][CH2:4][CH2:5][CH2:6][CH2:7][O:8][c:9]1[cH:10][c:11]2[cH:12][cH:13][c:14]([CH:19]=[CH:20][C:21](=[O:22])[O:23][CH3:24])[cH:15][c:16]2[cH:17][cH:18]1>>[O:1]([CH2:2][CH2:3][CH2:4][CH2:5][CH2:6][CH2:7][O:8][c:9]1[cH:10][c:11]2[cH:12][cH:13][c:14]([CH:19]=[CH:20][C:21](=[O:22])[O:23][CH3:24])[cH:15][c:16]2[cH:17][cH:18]1)[C:33]([NH:32][CH2:31][CH2:30][CH2:29][Si:28]([O:27][CH2:25][CH3:26])([O:35][CH2:36][CH3:37])[O:38][CH2:39][CH3:40])=[O:34]. Starting materials: C(C)(C)(C)C=1C=C(C=C(C1OCC(C)C)C1=CC=C(C=C1)C)C(C)=O (1-(5-tert-Butyl-6-isobutoxy-4′-methyl-3-biphenylyl)ethanone), C(=O)(O)C1=CC=C(C=O)C=C1 (4-carboxybenzaldehyde). Yields the product C(C)(C)(C)C=1C=C(C=C(C1OCC(C)C)C1=CC=C(C=C1)C)C(/C=C/C1=CC=C(C(=O)O)C=C1)=O (4-[(E)-3-(5-tert-Butyl-6-isobutoxy-4′-methyl-3-biphenylyl)-3-oxopropenyl]benzoic Acid). The yield is 50.0%. RXN SMILES: [C:1]([C:5]1[CH:6]=[C:7]([C:23](=[O:25])[CH3:24])[CH:8]=[C:9]([C:16]2[CH:21]=[CH:20][C:19]([CH3:22])=[CH:18][CH:17]=2)[C:10]=1[O:11][CH2:12][CH:13]([CH3:15])[CH3:14])([CH3:4])([CH3:3])[CH3:2].[C:26]([C:29]1[CH:36]=[CH:35][C:32]([CH:33]=O)=[CH:31][CH:30]=1)([OH:28])=[O:27]>>[C:1]([C:5]1[CH:6]=[C:7]([C:23](=[O:25])/[CH:24]=[CH:33]/[C:32]2[CH:35]=[CH:36][C:29]([C:26]([OH:28])=[O:27])=[CH:30][CH:31]=2)[CH:8]=[C:9]([C:16]2[CH:17]=[CH:18][C:19]([CH3:22])=[CH:20][CH:21]=2)[C:10]=1[O:11][CH2:12][CH:13]([CH3:15])[CH3:14])([CH3:2])([CH3:3])[CH3:4]. Procedure details: In a similar manner to that of Example 2 b, by reacting 1 g (2.9 mmol) of 1-(5-tert-Butyl-6-isobutoxy-4′-methyl-3-biphenylyl)ethanone with 400 mg (2.6 mmol) of 4-carboxybenzaldehyde. A yellow solid is obtained (m=700 mg; yield=50%; m.p.=243° C.). The reactants are CC(C)(C)OC(=O)CBr, O=C([O-])[O-], CCOC(=O)c1cc(C)[nH]c(=O)c1OCc1ccccc1, [Cs+], [Cs+], CN(C)C=O. The product is CCOC(=O)c1cc(C)n(CC(=O)OC(C)(C)C)c(=O)c1OCc1ccccc1. Reaction SMILES: [Br:22][CH2:23][C:24](=[O:25])[O:26][C:27]([CH3:28])([CH3:29])[CH3:30].[C:31](=[O:32])([O-:33])[O-:34].[CH2:1]([c:2]1[cH:3][cH:4][cH:5][cH:6][cH:7]1)[O:8][c:9]1[c:10](=[O:21])[nH:11][c:12]([CH3:20])[cH:13][c:14]1[C:15](=[O:16])[O:17][CH2:18][CH3:19].[Cs+:35].[Cs+:36].[O:37]=[CH:38][N:39]([CH3:40])[CH3:41]>>[CH2:1]([c:2]1[cH:3][cH:4][cH:5][cH:6][cH:7]1)[O:8][c:9]1[c:10](=[O:21])[n:11]([CH2:23][C:24](=[O:25])[O:26][C:27]([CH3:28])([CH3:29])[CH3:30])[c:12]([CH3:20])[cH:13][c:14]1[C:15](=[O:16])[O:17][CH2:18][CH3:19]. The solvent is ClCCl (dichloromethane). Reaction SMILES: C([O:3][C:4](=[O:34])[CH:5]([C:23]1[S:24][C:25]([CH2:28][N:29]2[N:33]=[N:32][CH:31]=[N:30]2)=[CH:26][CH:27]=1)[NH:6][C:7](=[O:22])[CH:8]([CH2:17][S:18]C(=O)C)[CH2:9][CH2:10][C:11]1[CH:16]=[CH:15][CH:14]=[CH:13][CH:12]=1)C.CO.C(Cl)(Cl)Cl>ClCCl>[N:30]1[N:29]([CH2:28][C:25]2[S:24][C:23]([CH:5]([C:4]([OH:34])=[O:3])[NH:6][C:7](=[O:22])[CH:8]([CH2:17][SH:18])[CH2:9][CH2:10][C:11]3[CH:12]=[CH:13][CH:14]=[CH:15][CH:16]=3)=[CH:27][CH:26]=2)[N:33]=[N:32][CH:31]=1. The reactants are C(C)OC(C(NC(C(CCC1=CC=CC=C1)CSC(C)=O)=O)C=1SC(=CC1)CN1N=CN=N1)=O (2-[5-(2-tetrazolylmethyl)thien-2-yl]-N-[2-(acetylthiomethyl)-4-phenylbutyryl]glycine ethyl ester), CO (methanol), C(Cl)(Cl)Cl (CHCl3). Reported procedure: The title compound was prepared from 2-[5-(2-tetrazolylmethyl)thien-2-yl]-N-[2-(acetylthiomethyl)-4-phenylbutyryl]glycine ethyl ester (Description 54) using the procedure described in Example 24 except that the eluent used was 10% methanol in dichloromethane. vmax (CHCl3) 3294 and 1646 cm-1. δ (CD3SOCD3) 1.68-1.81 (2H, m), 2.42-2.73 (5H, m), 5.74-5.83 (1H, m), 6.09 (2H, s), 6.88-6.96 (1H, m), 7.05-7.31 (6H, m), 8.20-8.31 (1H, m), 8.94 and 8.98 (1H, two s's). m/z 530 (M-H)-. The product is N=1N(N=NC1)CC1=CC=C(S1)C(NC(C(CCC1=CC=CC=C1)CS)=O)C(=O)O (2-[5-(2-Tetrazolylmethyl)thien-2-yl]-N-[2-(mercaptomethyl)-4-phenylbutyryl]glycine). Starting materials: FC(COC1=CC=CC2=C1C(=NO2)O)(F)F (4-(2,2,2-Trifluoroethoxy)-1,2-benzisoxazol-3-ol), OCC1CCN(CC1)CC1(CCOCC1)C(=O)OC (Methyl 4-{[4-(hydroxymethyl)piperidin-1-yl]methyl}tetrahydro-2H-pyran-4-carboxylate), C(#N)CP(CCCC)(CCCC)CCCC (cyanomethyltributylphosphorane). Solvent: C1(=CC=CC=C1)C (toluene). Reaction conditions: temperature 100 celsius, time 16 hour. Yields the product FC(COC1=CC=CC2=C1C(=NO2)OCC2CCN(CC2)CC2(CCOCC2)C(=O)OC)(F)F (Methyl 4-{[4-({[4-(2,2,2-trifluoroethoxy)-1,2-benzisoxazol-3-yl]oxy}methyl)piperidin-1-yl]methyl}-tetrahydro-2H-pyran-4-carboxylate). Yield: 51.4%. As a reaction SMILES: [F:1][C:2]([F:16])([F:15])[CH2:3][O:4][C:5]1[C:10]2[C:11]([OH:14])=[N:12][O:13][C:9]=2[CH:8]=[CH:7][CH:6]=1.O[CH2:18][CH:19]1[CH2:24][CH2:23][N:22]([CH2:25][C:26]2([C:32]([O:34][CH3:35])=[O:33])[CH2:31][CH2:30][O:29][CH2:28][CH2:27]2)[CH2:21][CH2:20]1.C(CP(CCCC)(CCCC)CCCC)#N>C1(C)C=CC=CC=1>[F:16][C:2]([F:1])([F:15])[CH2:3][O:4][C:5]1[C:10]2[C:11]([O:14][CH2:18][CH:19]3[CH2:24][CH2:23][N:22]([CH2:25][C:26]4([C:32]([O:34][CH3:35])=[O:33])[CH2:31][CH2:30][O:29][CH2:28][CH2:27]4)[CH2:21][CH2:20]3)=[N:12][O:13][C:9]=2[CH:8]=[CH:7][CH:6]=1. Procedure: A mixture of 4-(2,2,2-trifluoroethoxy)-1,2-benzisoxazol-3-ol (230 mg, 1 mmol, EXAMPLE 1, step 2), methyl 4-{[4-(hydroxymethyl)piperidin-1-yl]methyl}tetrahydro-2H-pyran-4-carboxylate (270 mg, 1 mmol, EXAMPLE 1, step 4), and cyanomethyltributylphosphorane (400 mg, 1.5 mmol) in toluene (1.0 mL) was stirred at 100° C. for 16 h. After cooling, the mixture was concentrated in vacuo to give a dark brown oil. The residual oil was purified by silica gel column chromatography (hexane/ethyl acetate 2:1) to...